This data is from the Open Reaction Database (ORD), a public repository of structured organic reaction records. The task is: describe an organic reaction: reactants, conditions, products, and yield Reactants: COC(C1=CC=C(C=C1)OC1=CC=C(C=C1)N(CC1=C(C=CC(=C1)C#N)F)C1CCN(CC1)C(CCN)C)=O (4-{4-[[1-(3-amino-1-methyl-propyl)-piperidin-4-yl]-(5-cyano-2-fluoro-benzyl)-amino]-phenoxy}-benzoic acid methyl ester), 229, CC1=C(C(=O)O)C(=CC=C1)C (2,6-dimethylbenzoic acid), ester. Yields the product C(#N)C=1C=CC(=C(CN(C2=CC=C(OC3=CC=C(C(=O)O)C=C3)C=C2)C2CCN(CC2)C(CCNC(C2=C(C=CC=C2C)C)=O)C)C1)F (4-[4-((5-Cyano-2-fluoro-benzyl)-{1-[3-(2,6-dimethyl-benzoylamino)-1-methyl-propyl]-piperidin-4-yl}-amino)-phenoxy]-benzoic acid). As a reaction SMILES: C[O:2][C:3](=[O:39])[C:4]1[CH:9]=[CH:8][C:7]([O:10][C:11]2[CH:16]=[CH:15][C:14]([N:17]([CH:28]3[CH2:33][CH2:32][N:31]([CH:34]([CH3:38])[CH2:35][CH2:36][NH2:37])[CH2:30][CH2:29]3)[CH2:18][C:19]3[CH:24]=[C:23]([C:25]#[N:26])[CH:22]=[CH:21][C:20]=3[F:27])=[CH:13][CH:12]=2)=[CH:6][CH:5]=1.[CH3:40][C:41]1[CH:49]=[CH:48][CH:47]=[C:46]([CH3:50])[C:42]=1[C:43](O)=[O:44]>>[C:25]([C:23]1[CH:22]=[CH:21][C:20]([F:27])=[C:19]([CH:24]=1)[CH2:18][N:17]([CH:28]1[CH2:33][CH2:32][N:31]([CH:34]([CH3:38])[CH2:35][CH2:36][NH:37][C:43](=[O:44])[C:42]2[C:46]([CH3:50])=[CH:47][CH:48]=[CH:49][C:41]=2[CH3:40])[CH2:30][CH2:29]1)[C:14]1[CH:15]=[CH:16][C:11]([O:10][C:7]2[CH:8]=[CH:9][C:4]([C:3]([OH:2])=[O:39])=[CH:5][CH:6]=2)=[CH:12][CH:13]=1)#[N:26]. Procedure details: Using general procedure E with 4-{4-[[1-(3-amino-1-methyl-propyl)-piperidin-4-yl]-(5-cyano-2-fluoro-benzyl)-amino]-phenoxy}-benzoic acid methyl ester (see EXAMPLE 228) (90 mg, 0.17 mmol) and 2,6-dimethylbenzoic acid (29 mg, 0.19 mmol) followed by general procedure K with the resulting ester afforded COMPOUND 229 as a white solid (58 mg, 53% over 2 steps). 1H NMR (CDCl3) δ 1.06-1.16 (m, 3H), 1.53-1.69 (m, 1H), 1.78-2.04 (m, 3H), 2.28 (s, 6H), 2.32-2.45 (m, 1H), 2.63-2.75 (m, 1H), 2.92-3.18 (m, 3H... Starting materials: CC(C)(C)C1CCC(Nc2ncnc(C#C[Si](C)(C)C)c2Cl)CC1, O=C([O-])O, CCCC[N+](CCCC)(CCCC)CCCC, Cc1ccccc1, [F-], [Na+], C1CCOC1, O. The product is C#Cc1ncnc(NC2CCC(C(C)(C)C)CC2)c1Cl. RXN SMILES: [C:1]([CH3:2])([CH3:3])([CH3:4])[CH:5]1[CH2:6][CH2:7][CH:8]([NH:11][c:12]2[n:13][cH:14][n:15][c:16]([C:19]#[C:20][Si:21]([CH3:22])([CH3:23])[CH3:24])[c:17]2[Cl:18])[CH2:9][CH2:10]1.[C:43](=[O:44])([O-:45])[OH:46].[CH3:26][CH2:27][CH2:28][CH2:29][N+:30]([CH2:31][CH2:32][CH2:33][CH3:34])([CH2:35][CH2:36][CH2:37][CH3:38])[CH2:39][CH2:40][CH2:41][CH3:42].[CH3:54][c:55]1[cH:56][cH:57][cH:58][cH:59][cH:60]1.[F-:25].[Na+:47].[O:49]1[CH2:50][CH2:51][CH2:52][CH2:53]1.[OH2:48]>>[C:1]([CH3:2])([CH3:3])([CH3:4])[CH:5]1[CH2:6][CH2:7][CH:8]([NH:11][c:12]2[n:13][cH:14][n:15][c:16]([C:19]#[CH:20])[c:17]2[Cl:18])[CH2:9][CH2:10]1.